Dataset: the Open Reaction Database (ORD), a public repository of structured organic reaction records. Task: describe an organic reaction: reactants, conditions, products, and yield As a reaction SMILES: [H-].C(N([Al](N(CCCCCC)CCCCCC)N(CCCCCC)CCCCCC)CCCCCC)CCCCC.[Li+].N[C@H](C(O)=[O:53])CC1CCCCC1.[C:55]([C:57]([C:60]1[CH:67]=[CH:66][C:63]([C:64]#N)=[CH:62][CH:61]=1)([CH3:59])[CH3:58])#[N:56]>C1COCC1>[CH:64]([C:63]1[CH:66]=[CH:67][C:60]([C:57]([CH3:59])([CH3:58])[C:55]#[N:56])=[CH:61][CH:62]=1)=[O:53] |f:0.1.2|. The yield is 63.0%. Yields the product C(=O)C1=CC=C(C=C1)C(C#N)(C)C (2-(4-formylphenyl)-2-methylpropanenitrile). Reaction conditions: time 8 hour. Reported procedure: A suspension of lithium tris(dihexylamino)aluminum hydride, prepared according to Cha, J. S., et al; Org. Prep. Proc. Int. 1992, 24(3), 331-334, (21.2 g, 36 mmol) in THF (20 mL) was added via syringe to a solution of Example 35A (3.50 g, 20.6 mmol) in THF (50 mL) at 0° C. The reaction was allowed to proceed for 8 hr at 0° C., and then carefully quenched by addition of 3 N aq HCl(100 mL). The mixture was diluted with EtOAc, and the separated aqueous phase was extracted with EtOAc. The combined or... The reactants are C(#N)C(C)(C)C1=CC=C(C#N)C=C1 (4-(2-cyanopropan-2-yl)benzonitrile), [H-].C(CCCCC)N(CCCCCC)[Al](N(CCCCCC)CCCCCC)N(CCCCCC)CCCCCC.[Li+] (lithium tris(dihexylamino)aluminum hydride), N[C@@H](CC1CCCCC1)C(=O)O (Cha). Solvent: C1CCOC1 (THF), C1CCOC1 (THF). Starting materials: Cl.CNOC (N,O-dimethylhydroxyamine hydrochloride), C(C)(C)N(C(C)C)CC (N,N-diisopropylethylamine), P(=O)(OCC)(OCC)C#N (diethyl cyanophosphate), C(#N)C=1C=C(C(=O)O)C=C(C1)C(F)(F)F (3-cyano-5-(trifluoromethyl)benzoic acid). Run in O1CCCC1 (tetrahydrofuran). Conditions: time 1 hour. The product is C(#N)C=1C=C(C(=O)N(C)OC)C=C(C1)C(F)(F)F (3-cyano-N-methoxy-N-methyl-5-(trifluoromethyl)benzamide). Yield: 81.6%. RXN SMILES: [C:1]([C:3]1[CH:4]=[C:5]([CH:9]=[C:10]([C:12]([F:15])([F:14])[F:13])[CH:11]=1)[C:6](O)=[O:7])#[N:2].Cl.[CH3:17][NH:18][O:19][CH3:20].C(N(CC)C(C)C)(C)C.P(C#N)(OCC)(OCC)=O>O1CCCC1>[C:1]([C:3]1[CH:4]=[C:5]([CH:9]=[C:10]([C:12]([F:15])([F:14])[F:13])[CH:11]=1)[C:6]([N:18]([O:19][CH3:20])[CH3:17])=[O:7])#[N:2] |f:1.2|. Reported procedure: To a solution of 3-cyano-5-(trifluoromethyl)benzoic acid (200 mg, 0.93 mmol) in tetrahydrofuran (2 mL) stirred on an ice bath was added N,O-dimethylhydroxyamine hydrochloride (145 mg, 1.49 mmol), N,N-diisopropylethylamine (470 mg, 3.64 mmol) and diethyl cyanophosphate (DEPC, 227 mg, 1.39 mmol), and the mixture was stirred at room temperature for 1 hour. The reaction mixture was concentrated under reduced pressure, and the resulting residue was added with 1 M hydrochloric acid (0.5 mL), and extra... Reactants: CCOC(=O)C=Cc1ccc(N(C(=O)OC(C)(C)C)C2CCNC2)nc1, CCN(C(C)C)C(C)C, Cl, Cl, O=[N+]([O-])c1ccc(F)cc1, CN(C)C=O. Yields the product CCOC(=O)C=Cc1ccc(N(C(=O)OC(C)(C)C)C2CCN(c3ccc([N+](=O)[O-])cc3)C2)nc1. Reaction SMILES: [C:3]([CH3:4])([CH3:5])([CH3:6])[O:7][C:8](=[O:9])[N:10]([c:11]1[cH:12][cH:13][c:14]([CH:17]=[CH:18][C:19](=[O:20])[O:21][CH2:22][CH3:23])[cH:15][n:16]1)[CH:24]1[CH2:25][NH:26][CH2:27][CH2:28]1.[CH:39]([N:40]([CH2:41][CH3:42])[CH:43]([CH3:44])[CH3:45])([CH3:46])[CH3:47].[ClH:1].[ClH:2].[F:29][c:30]1[cH:31][cH:32][c:33]([N+:36](=[O:37])[O-:38])[cH:34][cH:35]1.[O:48]=[CH:49][N:50]([CH3:51])[CH3:52]>>[C:3]([CH3:4])([CH3:5])([CH3:6])[O:7][C:8](=[O:9])[N:10]([c:11]1[cH:12][cH:13][c:14]([CH:17]=[CH:18][C:19](=[O:20])[O:21][CH2:22][CH3:23])[cH:15][n:16]1)[CH:24]1[CH2:25][N:26]([c:30]2[cH:31][cH:32][c:33]([N+:36](=[O:37])[O-:38])[cH:34][cH:35]2)[CH2:27][CH2:28]1. Starting materials: CS(C)=O, COc1ccc2c(c1)c(CO)c(C)n2S(C)(=O)=O, N#C[K], C1CCOC1. Product: COc1ccc2c(c1)c(CC#N)c(C)n2S(C)(=O)=O. RXN SMILES: [CH3:22][S:23]([CH3:24])=[O:25].[CH3:4][S:5](=[O:6])(=[O:7])[n:8]1[c:9]([CH3:21])[c:10]([CH2:19][OH:20])[c:11]2[cH:12][c:13]([O:17][CH3:18])[cH:14][cH:15][c:16]12.[K:1][C:2]#[N:3].[O:26]1[CH2:27][CH2:28][CH2:29][CH2:30]1>>[C:2](#[N:3])[CH2:19][c:10]1[c:9]([CH3:21])[n:8]([S:5]([CH3:4])(=[O:6])=[O:7])[c:16]2[c:11]1[cH:12][c:13]([O:17][CH3:18])[cH:14][cH:15]2. The reactants are N1C=CC2=C(C=CC=C12)C(=O)NC1=C(C=C(C(=O)N(C2=C(C=C(C=C2)C)OCCCCCC(=O)N2CCN(CC2)C)C)C=C1)OC (4-[(indol-4-yl)carbonyl]amino-3-methoxy-N-methyl-N-[4-methyl-2-[5-(4-methylpiperazin-1-yl)carbonylpent-1-yloxy]phenyl]benzamide), CC(C)([O-])C.[K+] (potassium tert-butoxide), CI (Methyl iodide). Run in CN(C=O)C (N,N-dimethylformamide). Run at temperature 0 celsius, time 1 hour. Product: CN1C=CC2=C(C=CC=C12)C(=O)NC1=C(C=C(C(=O)N(C2=C(C=C(C=C2)C)OCCCCCC(=O)N2CCN(CC2)C)C)C=C1)OC (4-[(1-methylindol-4-yl)carbonyl]amino-3-methoxy-N-methyl-N-[4-methyl-2-[5-(4-methylpiperazin-1-yl)carbonylpent-1-yloxy]phenyl]benzamide). Isolated yield 39.7%. As a reaction SMILES: [NH:1]1[C:9]2[C:4](=[C:5]([C:10]([NH:12][C:13]3[CH:44]=[CH:43][C:16]([C:17]([N:19]([CH3:42])[C:20]4[CH:25]=[CH:24][C:23]([CH3:26])=[CH:22][C:21]=4[O:27][CH2:28][CH2:29][CH2:30][CH2:31][CH2:32][C:33]([N:35]4[CH2:40][CH2:39][N:38]([CH3:41])[CH2:37][CH2:36]4)=[O:34])=[O:18])=[CH:15][C:14]=3[O:45][CH3:46])=[O:11])[CH:6]=[CH:7][CH:8]=2)[CH:3]=[CH:2]1.[CH3:47]C(C)([O-])C.[K+].CI>CN(C)C=O>[CH3:47][N:1]1[C:9]2[C:4](=[C:5]([C:10]([NH:12][C:13]3[CH:44]=[CH:43][C:16]([C:17]([N:19]([CH3:42])[C:20]4[CH:25]=[CH:24][C:23]([CH3:26])=[CH:22][C:21]=4[O:27][CH2:28][CH2:29][CH2:30][CH2:31][CH2:32][C:33]([N:35]4[CH2:36][CH2:37][N:38]([CH3:41])[CH2:39][CH2:40]4)=[O:34])=[O:18])=[CH:15][C:14]=3[O:45][CH3:46])=[O:11])[CH:6]=[CH:7][CH:8]=2)[CH:3]=[CH:2]1 |f:1.2|. Reported procedure: To a solution of 4-[(indol-4-yl)carbonyl]amino-3-methoxy-N-methyl-N-[4-methyl-2-[5-(4-methylpiperazin-1-yl)carbonylpent-1-yloxy]phenyl]benzamide (160 mg) in N,N-dimethylformamide (3.0 ml) was added portionwise potassium tert-butoxide (37.3 mg) at 0° C. and the mixture was stirred at 0° C. for 1 hour. Methyl iodide (47.2 mg) was added to the mixture and the solution was stirred at 0° C. for 1 hour. The reaction was quenched with water and then the aqueous solution was extracted with ethyl acetate... Reactants: BrCc1ccncc1, Br, O=C([O-])[O-], N#Cc1nc2ccc(O)cc2s1, CC(C)=O, [Cs+], [Cs+], [Cs+], [I-]. Product: N#Cc1nc2ccc(OCc3ccncc3)cc2s1. As a reaction SMILES: [Br:20][CH2:21][c:22]1[cH:23][cH:24][n:25][cH:26][cH:27]1.[BrH:19].[C:13](=[O:14])([O-:15])[O-:16].[C:1](#[N:2])[c:3]1[s:4][c:5]2[c:6]([n:7]1)[cH:8][cH:9][c:10]([OH:12])[cH:11]2.[CH3:30][C:31](=[O:32])[CH3:33].[Cs+:17].[Cs+:18].[Cs+:29].[I-:28]>>[C:1](#[N:2])[c:3]1[s:4][c:5]2[c:6]([n:7]1)[cH:8][cH:9][c:10]([O:12][CH2:21][c:22]1[cH:23][cH:24][n:25][cH:26][cH:27]1)[cH:11]2.